Dataset: the Open Reaction Database (ORD), a public repository of structured organic reaction records. Task: describe an organic reaction: reactants, conditions, products, and yield Starting materials: C(#N)[BH3-].[Na+] (sodium cyanoborohydride), C(C)(=O)[O-].[NH4+] (ammonium acetate), COC1CN(CCC1=O)C(=O)OC(C)(C)C (1,1-dimethylethyl 3-(methyloxy)-4-oxo-1-piperidinecarboxylate). The solvent is CO (MeOH). Run at time 4 hour. Yields the product NC1C(CN(CC1)C(=O)OC(C)(C)C)OC (1,1-dimethylethyl 4-amino-3-(methyloxy)-1-piperidinecarboxylate). RXN SMILES: [CH3:1][O:2][CH:3]1[C:8](=O)[CH2:7][CH2:6][N:5]([C:10]([O:12][C:13]([CH3:16])([CH3:15])[CH3:14])=[O:11])[CH2:4]1.C([BH3-])#[N:18].[Na+].C([O-])(=O)C.[NH4+]>CO>[NH2:18][CH:8]1[CH2:7][CH2:6][N:5]([C:10]([O:12][C:13]([CH3:16])([CH3:15])[CH3:14])=[O:11])[CH2:4][CH:3]1[O:2][CH3:1] |f:1.2,3.4|. Procedure details: To a solution of 1,1-dimethylethyl 3-(methyloxy)-4-oxo-1-piperidinecarboxylate D18 (2.9 g) in MeOH (100 ml), was added sodium cyanoborohydride (7.9 g, 126 mmol) and ammonium acetate (9.7 g, 126 mmol) at R.T. The reaction mixture was stirred for 4 hours. The resulting mixture was concentrated in vacuo, dissolved in water, basified with sodium hydroxide to pH10 and extracted with DCM. The organic layer was dried over anhydrous MgSO4, concentrated in vacuo to get the desired product D19 in 2.85 g. ... Starting materials: COC(=O)C(C)(C)Cc1c(C(=O)C(C)(C)C)c2cc(C(C)C)ccn2c1C(=O)c1cccc(C(N)=O)c1, CO, Cl, [Na+], [OH-]. The product is CC(C)c1ccn2c(C(=O)c3cccc(C(N)=O)c3)c(CC(C)(C)C(=O)O)c(C(=O)C(C)(C)C)c2c1. RXN SMILES: [C:1]([NH2:2])(=[O:3])[c:4]1[cH:5][c:6]([C:10](=[O:11])[c:12]2[c:13]([CH2:30][C:31]([C:32](=[O:33])[O:34][CH3:35])([CH3:36])[CH3:37])[c:14]([C:24]([C:25]([CH3:26])([CH3:27])[CH3:28])=[O:29])[c:15]3[cH:16][c:17]([CH:21]([CH3:22])[CH3:23])[cH:18][cH:19][n:20]23)[cH:7][cH:8][cH:9]1.[CH3:39][OH:40].[ClH:38].[Na+:42].[OH-:41]>>[C:1]([NH2:2])(=[O:3])[c:4]1[cH:5][c:6]([C:10](=[O:11])[c:12]2[c:13]([CH2:30][C:31]([C:32](=[O:33])[OH:34])([CH3:36])[CH3:37])[c:14]([C:24]([C:25]([CH3:26])([CH3:27])[CH3:28])=[O:29])[c:15]3[cH:16][c:17]([CH:21]([CH3:22])[CH3:23])[cH:18][cH:19][n:20]23)[cH:7][cH:8][cH:9]1. As a reaction SMILES: [Br:19][c:20]1[cH:21][cH:22][c:23]([NH2:24])[cH:25][cH:26]1.[CH3:33][CH2:34][OH:35].[CH3:37][OH:38].[Cl:2][c:3]1[cH:4][c:5]([NH2:18])[n:6][c:7](-[c:9]2[c:10]([O:16][CH3:17])[cH:11][cH:12][c:13]([Cl:15])[cH:14]2)[n:8]1.[ClH:1].[Na+:27].[Na+:28].[O-:29][C:30](=[O:31])[O-:32].[OH2:36]>>[c:3]1([NH:24][c:23]2[cH:22][cH:21][c:20]([Br:19])[cH:26][cH:25]2)[cH:4][c:5]([NH2:18])[n:6][c:7](-[c:9]2[c:10]([O:16][CH3:17])[cH:11][cH:12][c:13]([Cl:15])[cH:14]2)[n:8]1. Yields the product COc1ccc(Cl)cc1-c1nc(N)cc(Nc2ccc(Br)cc2)n1. Reactants: Nc1ccc(Br)cc1, CCO, CO, COc1ccc(Cl)cc1-c1nc(N)cc(Cl)n1, Cl, [Na+], [Na+], O=C([O-])[O-], O. The reactants are COC=1C=C2C=CC(=CC2=CC1)C(CC)=O (1-(6-methoxy-2-naphthyl)-1-propanone), BrC1=C2C=CC(=CC2=CC=C1OC)C(CC)=O (1-(5-bromo-6-methoxy-2-naphthyl)-1-propanone), C(CC)(=O)Cl (propionyl chloride). The product is COC1=CC2=CC=CC=C2C=C1 (2-methoxy-naphthalene), BrC1=C(C=CC2=CC=CC=C12)OC (1-bromo-2-methoxy-naphthalene). As a reaction SMILES: [CH3:1][O:2][C:3]1[CH:4]=[C:5]2[C:10](=[CH:11][CH:12]=1)[CH:9]=[C:8](C(=O)CC)[CH:7]=[CH:6]2.[Br:17][C:18]1[C:27]([O:28][CH3:29])=[CH:26][CH:25]=[C:24]2[C:19]=1[CH:20]=[CH:21][C:22](C(=O)CC)=[CH:23]2.C(Cl)(=O)CC>>[CH3:1][O:2][C:3]1[CH:12]=[CH:11][C:10]2[C:5](=[CH:6][CH:7]=[CH:8][CH:9]=2)[CH:4]=1.[Br:17][C:18]1[C:19]2[C:24](=[CH:23][CH:22]=[CH:21][CH:20]=2)[CH:25]=[CH:26][C:27]=1[O:28][CH3:29]. Procedure details: Compared with the preparation of analogues of the compound II-A, ie 1-(6-methoxy-2-naphthyl)-1-propanone (II, X=H) and 1-(5-bromo-6-methoxy-2-naphthyl)-1-propanone (II, X=Br) by a Friedel-Crafts reaction between propionyl chloride and, respectively, 2-methoxy-naphthalene and 1-bromo-2-methoxy-naphthalene, the following advantages are obtained: